The task is: describe an organic reaction: reactants, conditions, products, and yield. This data is from the Open Reaction Database (ORD), a public repository of structured organic reaction records. RXN SMILES: [CH2:1]([c:2]1[cH:3][cH:4][cH:5][cH:6][cH:7]1)[B:8]1[CH:9]2[CH2:10][CH2:11][CH2:12][CH:13]1[CH2:14][CH2:15][CH2:16]2.[I:17][c:18]1[cH:19][cH:20][c:21]([NH2:24])[n:22][cH:23]1.[K+:30].[K+:31].[K+:32].[OH2:33].[P:25]([O-:26])([O-:27])([O-:28])=[O:29]>>[CH2:1]([c:2]1[cH:3][cH:4][cH:5][cH:6][cH:7]1)[c:18]1[cH:19][cH:20][c:21]([NH2:24])[n:22][cH:23]1. Yields the product Nc1ccc(Cc2ccccc2)cn1. Starting materials: c1ccc(CB2C3CCCC2CCC3)cc1, Nc1ccc(I)cn1, [K+], [K+], [K+], O, O=P([O-])([O-])[O-]. Reactants: CC(C)(C)OC(=O)NC1COCCC1C(=O)O, CN(C(=O)c1ccc(Cl)cc1)C1CCNCC1c1ccc(Cl)c(Cl)c1, Cl. Product: CN(C(=O)c1ccc(Cl)cc1)C1CCN(C(=O)C2CCOCC2NC(=O)OC(C)(C)C)CC1c1ccc(Cl)c(Cl)c1. As a reaction SMILES: [C:27]([CH3:28])([CH3:29])([CH3:30])[O:31][C:32](=[O:33])[NH:34][CH:35]1[CH2:36][O:37][CH2:38][CH2:39][CH:40]1[C:41](=[O:42])[OH:43].[Cl:2][c:3]1[cH:4][cH:5][c:6]([C:7](=[O:8])[N:9]([CH3:10])[CH:11]2[CH:12]([c:17]3[cH:18][c:19]([Cl:24])[c:20]([Cl:23])[cH:21][cH:22]3)[CH2:13][NH:14][CH2:15][CH2:16]2)[cH:25][cH:26]1.[ClH:1]>>[Cl:2][c:3]1[cH:4][cH:5][c:6]([C:7](=[O:8])[N:9]([CH3:10])[CH:11]2[CH:12]([c:17]3[cH:18][c:19]([Cl:24])[c:20]([Cl:23])[cH:21][cH:22]3)[CH2:13][N:14]([C:41]([CH:40]3[CH:35]([NH:34][C:32]([O:31][C:27]([CH3:28])([CH3:29])[CH3:30])=[O:33])[CH2:36][O:37][CH2:38][CH2:39]3)=[O:42])[CH2:15][CH2:16]2)[cH:25][cH:26]1. The reactants are ClC1=NC=NC(=C1)OCC#C (4-chloro-6-(2-propynyloxy)pyrimidine), C([O-])([O-])=O.[K+].[K+] (potassium carbonate), ClC=1C=C(C=CC1Cl)O (3,4-dichlorophenol), [Cl-].[NH4+] (ammonium chloride). Run in CN(C=O)C (N,N-dimethylformamide). Conditions: temperature 60 celsius, time 7 hour. Yields the product ClC=1C=C(OC2=NC=NC(=C2)OCC#C)C=CC1Cl (4-(3,4-dichlorophenoxy)-6-(2-propynyloxy)pyrimidine). Isolated yield 40.0%. As a reaction SMILES: Cl[C:2]1[CH:7]=[C:6]([O:8][CH2:9][C:10]#[CH:11])[N:5]=[CH:4][N:3]=1.C(=O)([O-])[O-].[K+].[K+].[Cl:18][C:19]1[CH:20]=[C:21]([OH:26])[CH:22]=[CH:23][C:24]=1[Cl:25].[Cl-].[NH4+]>CN(C)C=O>[Cl:18][C:19]1[CH:20]=[C:21]([CH:22]=[CH:23][C:24]=1[Cl:25])[O:26][C:2]1[CH:7]=[C:6]([O:8][CH2:9][C:10]#[CH:11])[N:5]=[CH:4][N:3]=1 |f:1.2.3,5.6|. Procedure details: To 5 ml of N,N-dimethylformamide were added 0.2 g of 4-chloro-6-(2-propynyloxy)pyrimidine, 0.25 g of potassium carbonate, and 0.21 g of 3,4-dichlorophenol, followed by stirring at 60° C. for 7 hours. The reaction mixture was then left for cooling to room temperature and poured into a saturated aqueous ammonium chloride solution, which was extracted three times with chloroform. The chloroform layers were combined, washed with diluted hydrochloric acid and then with water, and dried over anhydrous... The reactants are C(C)(C)(C)OC(=O)NC1=C(N=C(S1)C1=C(C=CC=C1F)F)C(=O)NC=1C(=C2C(=NC1)N(C=C2)S(=O)(=O)C2=CC=CC=C2)N2C[C@H](CCC2)NC(OC(C)(C)C)=O (tert-butyl {(3S)-1-[5-({[5-[(tert-butoxycarbonyl)amino]-2-(2,6-difluorophenyl)-1,3-thiazol-4-yl]carbonyl}amino)-1-(phenylsulfonyl)-1H-pyrrolo[2,3-b]pyridin-4-yl]piperidin-3-yl}carbamate), C1CCOC1 (THF). Solvent: CCOC(=O)C (EtOAc), CO (MeOH), [OH-].[Na+] (NaOH). Reaction conditions: time 5 hour. The product is NC1=C(N=C(S1)C1=C(C=CC=C1F)F)C(=O)NC=1C(=C2C(=NC1)NC=C2)N2C[C@H](CCC2)N (5-Amino-N-{4-[(3S)-3-aminopiperidin-1-yl]-1H-pyrrolo[2,3-b]pyridin-5-yl}-2-(2,6-difluorophenyl)-1,3-thiazole-4-carboxamide). Isolated yield 41.4%. RXN SMILES: C(OC([NH:8][C:9]1[S:13][C:12]([C:14]2[C:19]([F:20])=[CH:18][CH:17]=[CH:16][C:15]=2[F:21])=[N:11][C:10]=1[C:22]([NH:24][C:25]1[C:26]([N:43]2[CH2:48][CH2:47][CH2:46][C@H:45]([NH:49]C(=O)OC(C)(C)C)[CH2:44]2)=[C:27]2[CH:33]=[CH:32][N:31](S(C3C=CC=CC=3)(=O)=O)[C:28]2=[N:29][CH:30]=1)=[O:23])=O)(C)(C)C.C1COCC1>CO.[OH-].[Na+].CCOC(C)=O>[NH2:8][C:9]1[S:13][C:12]([C:14]2[C:15]([F:21])=[CH:16][CH:17]=[CH:18][C:19]=2[F:20])=[N:11][C:10]=1[C:22]([NH:24][C:25]1[C:26]([N:43]2[CH2:48][CH2:47][CH2:46][C@H:45]([NH2:49])[CH2:44]2)=[C:27]2[CH:33]=[CH:32][NH:31][C:28]2=[N:29][CH:30]=1)=[O:23] |f:3.4|. Procedure: To solution of tert-butyl {(3S)-1-[5-({[5-[(tert-butoxycarbonyl)amino]-2-(2,6-difluorophenyl)-1,3-thiazol-4-yl]carbonyl}amino)-1-(phenylsulfonyl)-1H-pyrrolo[2,3-b]pyridin-4-yl]piperidin-3-yl}carbamate (194.4 mg, 0.2400 mmol) in MeOH (2.0 mL), aq. NaOH (1.0 M, 2.0 mL) was added followed by THF (2.0 mL). After stirring at room temperature for 5 h, the reaction mixture was diluted with EtOAc (50 mL), washed with brine (50 mL), then dried over Na2SO4 and concentrated under reduced pressure. The resu... Reactants: Cn1cncc1Br, CCN(C(C)C)C(C)C, COc1cccc(-c2cc(=O)n(C)c3ncc(C(=O)c4ccc(Cl)cc4)cc23)c1, ClCCl. Product: COc1cccc(-c2cc(=O)n(C)c3ncc(C(O)(c4ccc(Cl)cc4)c4cncn4C)cc23)c1. RXN SMILES: [Br:1][c:2]1[cH:3][n:4][cH:5][n:6]1[CH3:7].[CH:8]([N:9]([CH2:10][CH3:11])[CH:12]([CH3:13])[CH3:14])([CH3:15])[CH3:16].[Cl:17][c:18]1[cH:19][cH:20][c:21]([C:22](=[O:23])[c:24]2[cH:25][c:26]3[c:27](-[c:36]4[cH:37][c:38]([O:42][CH3:43])[cH:39][cH:40][cH:41]4)[cH:28][c:29](=[O:35])[n:30]([CH3:34])[c:31]3[n:32][cH:33]2)[cH:44][cH:45]1.[Cl:46][CH2:47][Cl:48]>>[c:2]1([C:22]([c:21]2[cH:20][cH:19][c:18]([Cl:17])[cH:45][cH:44]2)([OH:23])[c:24]2[cH:25][c:26]3[c:27](-[c:36]4[cH:37][c:38]([O:42][CH3:43])[cH:39][cH:40][cH:41]4)[cH:28][c:29](=[O:35])[n:30]([CH3:34])[c:31]3[n:32][cH:33]2)[cH:3][n:4][cH:5][n:6]1[CH3:7]. The reactants are N1N=NC=C1 (1H-1,2,3-Triazole), ClC(C)C1=CC=2CC3=CC=CC=C3C2C=C1 (2-(1-chloroethyl)-9H-fluorene). Solvent: O (water). Run at temperature 120 celsius. Yields the product C1=C(C=CC=2C3=CC=CC=C3CC12)C(C)N1N=NC=C1 (1-[1-(9H-fluoren-2-yl)ethyl]-1H-1,2,3-triazole). Isolated yield 49.3%. Reaction SMILES: [NH:1]1[CH:5]=[CH:4][N:3]=[N:2]1.Cl[CH:7]([C:9]1[CH:21]=[CH:20][C:19]2[C:18]3[C:13](=[CH:14][CH:15]=[CH:16][CH:17]=3)[CH2:12][C:11]=2[CH:10]=1)[CH3:8]>O>[CH:10]1[C:11]2[CH2:12][C:13]3[C:18](=[CH:17][CH:16]=[CH:15][CH:14]=3)[C:19]=2[CH:20]=[CH:21][C:9]=1[CH:7]([N:1]1[CH:5]=[CH:4][N:3]=[N:2]1)[CH3:8]. Procedure details: 1H-1,2,3-Triazole (1.64 g) was added to 2-(1-chloroethyl)-9H-fluorene (1.1 g), followed by heating at 120° C. for 30 minutes. After cooling, water was added and the mixture was extracted with chloroform. The organic layer was dried over anhydrous magnesium sulfate, the solvent was evaporated and then the thus obtained residue was subjected to silica gel column chromatography. Crude crystals obtained from the chloroform eluent were recrystallized from ethyl acetate to obtain 0.62 g of 1-[1-(9H-fl... Starting materials: II (iodine), C(C)OC(CCCOC1=C(C=CC=C1)I)=O (4-(2-iodophenoxy)-butyric acid ethyl ester), C(CCC)[Sn](\C=C\[Sn](CCCC)(CCCC)CCCC)(CCCC)CCCC ((E)-1,2-bis-(tri-n-butylstannyl)-ethylene). Reagents/catalysts: [Pd].C1(=CC=CC=C1)P(C1=CC=CC=C1)C1=CC=CC=C1.C1(=CC=CC=C1)P(C1=CC=CC=C1)C1=CC=CC=C1.C1(=CC=CC=C1)P(C1=CC=CC=C1)C1=CC=CC=C1.C1(=CC=CC=C1)P(C1=CC=CC=C1)C1=CC=CC=C1 (tetrakis-(triphenylphosphine)-palladium). Solvent: C(C)OCC (diethyl ether), C1(=CC=CC=C1)C (toluene), C(C)OCC (diethyl ether). Run at time 2 hour. Yields the product C(C)OC(CCCOC1=C(C=CC=C1)\C=C\I)=O (4-[-[(E)-2-iodovinyl]-phenoxy]-butyric acid ethyl ester). As a reaction SMILES: [CH2:1]([O:3][C:4](=[O:16])[CH2:5][CH2:6][CH2:7][O:8][C:9]1[CH:14]=[CH:13][CH:12]=[CH:11][C:10]=1I)[CH3:2].C([Sn](CC[CH2:43][CH3:44])(CCCC)/C=C/[Sn](CCCC)(CCCC)CCCC)CCC.[I:45]I>C1(C)C=CC=CC=1.C(OCC)C.[Pd].C1(P(C2C=CC=CC=2)C2C=CC=CC=2)C=CC=CC=1.C1(P(C2C=CC=CC=2)C2C=CC=CC=2)C=CC=CC=1.C1(P(C2C=CC=CC=2)C2C=CC=CC=2)C=CC=CC=1.C1(P(C2C=CC=CC=2)C2C=CC=CC=2)C=CC=CC=1>[CH2:1]([O:3][C:4](=[O:16])[CH2:5][CH2:6][CH2:7][O:8][C:9]1[CH:14]=[CH:13][CH:12]=[CH:11][C:10]=1/[CH:44]=[CH:43]/[I:45])[CH3:2] |f:5.6.7.8.9|. Procedure details: 1.34 g of (4-(2-iodophenoxy)-butyric acid ethyl ester and 6.4 g of (E)-1,2-bis-(tri-n-butylstannyl)-ethylene (50%) are dissolved in 12 ml of toluene, mixed with 94 mg of tetrakis-(triphenylphosphine)-palladium and heated with stirring and argon atmosphere for 2 hours to 70°-80° C. (bath temperature). After cooling to room temperature, the reaction mixture is diluted with 12 ml of diethyl ether and treated with a solution of 2.04 g of iodine in 10 ml of diethyl ether, worked up and chromatographe... Starting materials: [ 10 ], ClC1=NC=NC2=CC=C(C(=C12)OC1CCOCC1)O (4-chloro-6-hydroxy-5-tetrahydropyran-4-yloxyquinazoline), OCCCN1CCN(CC1)C (1-(3-hydroxypropyl)-4-methylpiperazine). Yields the product ClC1=NC=NC2=CC=C(C(=C12)OC1CCOCC1)OCCCN1CCN(CC1)C (4-chloro-6-[3-(4-methylpiperazin-1-yl)propoxy]-5-tetrahydropyran-4-yloxyquinazoline). Reaction SMILES: [Cl:1][C:2]1[C:11]2[C:6](=[CH:7][CH:8]=[C:9]([OH:19])[C:10]=2[O:12][CH:13]2[CH2:18][CH2:17][O:16][CH2:15][CH2:14]2)[N:5]=[CH:4][N:3]=1.O[CH2:21][CH2:22][CH2:23][N:24]1[CH2:29][CH2:28][N:27]([CH3:30])[CH2:26][CH2:25]1>>[Cl:1][C:2]1[C:11]2[C:6](=[CH:7][CH:8]=[C:9]([O:19][CH2:21][CH2:22][CH2:23][N:24]3[CH2:29][CH2:28][N:27]([CH3:30])[CH2:26][CH2:25]3)[C:10]=2[O:12][CH:13]2[CH2:14][CH2:15][O:16][CH2:17][CH2:18]2)[N:5]=[CH:4][N:3]=1. Procedure: Using an analogous procedure to that described in the last paragraph of the portion of Note [10] immediately above that is concerned with the preparation of starting materials, 4-chloro-6-hydroxy-5-tetrahydropyran-4-yloxyquinazoline (1.12 g) was reacted with 1-(3-hydroxypropyl)-4-methylpiperazine to give 4-chloro-6-[3-(4-methylpiperazin-1-yl)propoxy]-5-tetrahydropyran-4-yloxyquinazoline (0.56 g); NMR Spectrum: (CDCl3) 1.85-2.2 (m, 6H), 2.32 (s, 3H), 2.35-2.7 (m, 10H), 3.42 (m, 2H), 4.05 (m, 2H),... Starting materials: CC(C)(C)OC(=O)CBr, O=C([O-])[O-], CN(C)C=O, CCOC(C)=O, [K+], [K+], CCCc1c(Cc2ccc(-c3ccccc3C#N)cc2)c(=O)[nH]c2ncnn12. The product is CCCc1c(Cc2ccc(-c3ccccc3C#N)cc2)c(=O)n(CC(=O)OC(C)(C)C)c2ncnn12. As a reaction SMILES: [Br:29][CH2:30][C:31](=[O:32])[O:33][C:34]([CH3:35])([CH3:36])[CH3:37].[C:38](=[O:39])([O-:40])[O-:41].[CH3:44][N:45]([CH3:46])[CH:47]=[O:48].[CH3:49][CH2:50][O:51][C:52](=[O:53])[CH3:54].[K+:42].[K+:43].[O:1]=[c:2]1[nH:3][c:4]2[n:5]([c:6]([CH2:23][CH2:24][CH3:25])[c:7]1[CH2:8][c:9]1[cH:10][cH:11][c:12](-[c:15]3[c:16]([C:21]#[N:22])[cH:17][cH:18][cH:19][cH:20]3)[cH:13][cH:14]1)[n:26][cH:27][n:28]2>>[O:1]=[c:2]1[n:3]([CH2:30][C:31](=[O:32])[O:33][C:34]([CH3:35])([CH3:36])[CH3:37])[c:4]2[n:5]([c:6]([CH2:23][CH2:24][CH3:25])[c:7]1[CH2:8][c:9]1[cH:10][cH:11][c:12](-[c:15]3[c:16]([C:21]#[N:22])[cH:17][cH:18][cH:19][cH:20]3)[cH:13][cH:14]1)[n:26][cH:27][n:28]2. The reactants are CC(C)(C)N(C([O-])=O)[C@](CC)(C(=O)NC=1C=NC(=CC1)OC1=CC=CC2=C1C1(CC1)CO2)C (1,1-dimethylethyl[(1R)-1-methyl-1-({[6-(spiro[1-benzofuran-3,1′-cyclopropan]-4-yloxy)-3-pyridinyl]amino}carbonyl)propyl]carbamate), C1(=CC=CC=C1)C (toluene), CC(C)(C)N(C([O-])=O)[C@](CC)(C(=O)NC=1C=NC(=CC1)OC1=CC=CC2=C1C1(CC1)CO2)C (1,1-dimethylethyl[(1R)-1-methyl-1-({[6-(spiro[1-benzofuran-3,1′-cyclopropan]-4-yloxy)-3-pyridinyl]amino}carbonyl)propyl]carbamate), C(=O)(C(F)(F)F)O (TFA). Solvent: ClCCl (dichloromethane). Run at time 5 minute. Yields the product C12(CC1)COC1=C2C(=CC=C1)OC1=CC=C(C=N1)NC([C@@](N)(CC)C)=O (N1-[6-(spiro[1-benzofuran-3,1′-cyclopropan]-4-yloxy)-3-pyridinyl]-D-isovalinamide). As a reaction SMILES: CC([N:5]([C@@:9]([CH3:33])([C:12]([NH:14][C:15]1[CH:16]=[N:17][C:18]([O:21][C:22]2[C:27]3[C:28]4([CH2:31][O:32][C:26]=3[CH:25]=[CH:24][CH:23]=2)[CH2:30][CH2:29]4)=[CH:19][CH:20]=1)=[O:13])[CH2:10][CH3:11])C(=O)[O-])(C)C.C(O)(C(F)(F)F)=O.C1(C)C=CC=CC=1>ClCCl>[C:28]12([C:27]3[C:22]([O:21][C:18]4[N:17]=[CH:16][C:15]([NH:14][C:12](=[O:13])[C@:9]([CH3:33])([CH2:10][CH3:11])[NH2:5])=[CH:20][CH:19]=4)=[CH:23][CH:24]=[CH:25][C:26]=3[O:32][CH2:31]1)[CH2:29][CH2:30]2. Reported procedure: To a solution of 1,1-dimethylethyl[(1R)-1-methyl-1-({[6-(spiro[1-benzofuran-3,1′-cyclopropan]-4-yloxy)-3-pyridinyl]amino}carbonyl)propyl]carbamate (Intermediate 92, 106 mg) in dry dichloromethane (2 ml) at 0° C. TFA (0.360 ml, 4.67 mmol) was added. The mixture was stirred at this temperature for 5 minutes, then allowed to warm up at room temperature. After 2 hours UPLC/MS showed the absence of the starting material and the presence of the desired compound: toluene (5 ml) was added and the mixtur...